Dataset: the Open Reaction Database (ORD), a public repository of structured organic reaction records. Task: describe an organic reaction: reactants, conditions, products, and yield Reactants: C(C)OC(C(C(C)C)C(C1=CN=CC=C1)=O)=O (2-Nicotinoylisovaleric acid ethyl ester), Cl.NO (hydroxylamine hydrochloride), C[O-].[Na+] (sodium methoxide). Yields the product OC1=NOC(=C1C(C)C)C=1C=NC=CC1 (3-Hydroxy-4-isopropyl-5-(3-pyridyl)isoxazole). Yield: 22.7%. RXN SMILES: C([O:3][C:4](=O)[CH:5]([C:9](=[O:16])[C:10]1[CH:15]=[CH:14][CH:13]=[N:12][CH:11]=1)[CH:6]([CH3:8])[CH3:7])C.Cl.[NH2:19]O.C[O-].[Na+]>>[OH:3][C:4]1[C:5]([CH:6]([CH3:8])[CH3:7])=[C:9]([C:10]2[CH:11]=[N:12][CH:13]=[CH:14][CH:15]=2)[O:16][N:19]=1 |f:1.2,3.4|. Procedure: 2-Nicotinoylisovaleric acid ethyl ester (0.76 g), hydroxylamine hydrochloride (0.46 g) and sodium methoxide (28% methanol solution, 3.1 ml) were subjected to reaction and post-treatment in a similar manner to that described in Reference example 8(b) to obtain the title compound (0.15 g, 23%) as colorless crystals. Conditions: time 13 hour. As a reaction SMILES: [CH3:1][O:2][C:3]1[C:8]([O:9][CH3:10])=[CH:7][C:6]([N+:11]([O-])=O)=[C:5]([C:14]2[CH2:19][C:18]([CH3:21])([CH3:20])[CH2:17][C:16]([CH3:23])([CH3:22])[CH:15]=2)[CH:4]=1.CO>[Pd].O1CCCC1>[CH3:1][O:2][C:3]1[C:8]([O:9][CH3:10])=[CH:7][C:6]([NH2:11])=[C:5]([CH:14]2[CH2:19][C:18]([CH3:21])([CH3:20])[CH2:17][C:16]([CH3:23])([CH3:22])[CH2:15]2)[CH:4]=1. Solvent: O1CCCC1 (tetrahydrofuran). Starting materials: COC1=CC(=C(C=C1OC)[N+](=O)[O-])C1=CC(CC(C1)(C)C)(C)C (4,5-dimethoxy-1-nitro-2-(3,3,5,5-tetramethylcyclohex-1-enyl)benzene), CO (methanol). Reagents/catalysts: [Pd] (palladium on carbon). Reported procedure: A mixture of 4,5-dimethoxy-1-nitro-2-(3,3,5,5-tetramethylcyclohex-1-enyl)benzene (1.0 g, 3.13 mmol) produced in Example (87b), 10% palladium on carbon (500 mg, wet), methanol (8 mL) and tetrahydrofuran (2 mL) was stirred for 13 hours at room temperature and atmospheric pressure under a hydrogen atmosphere. The mixture was filtered through Celite to remove the catalyst, and the filtrate was concentrated. A crude product of the title compound was obtained as a yellow oil. The crude product was use... Product: crude product, COC1=CC(=C(C=C1OC)N)C1CC(CC(C1)(C)C)(C)C (4,5-Dimethoxy-2-(3,3,5,5-tetramethylcyclohexyl)phenylamine).